Dataset: the Open Reaction Database (ORD), a public repository of structured organic reaction records. Task: describe an organic reaction: reactants, conditions, products, and yield Starting materials: C(C(C)C)C1=CC=C(C=C1)[Mg]Br (p-isobutylphenyl magnesium bromide), solution, BrC(C(=O)O)C (α-bromopropionic acid), solution. The solvent is C1CCOC1 (THF), C1CCOC1 (THF), C1CCOC1 (THF). Reaction conditions: temperature 50 celsius, time 1 hour. Product: C(C(C)C)C1=CC=C(C=C1)C(C(=O)O)C (α-(p-isobutylphenyl)propionic acid). The yield is 21.3%. RXN SMILES: Br[CH:2]([CH3:6])[C:3]([OH:5])=[O:4].[CH2:7]([C:11]1[CH:16]=[CH:15][C:14]([Mg]Br)=[CH:13][CH:12]=1)[CH:8]([CH3:10])[CH3:9]>C1COCC1>[CH2:7]([C:11]1[CH:16]=[CH:15][C:14]([CH:2]([CH3:6])[C:3]([OH:5])=[O:4])=[CH:13][CH:12]=1)[CH:8]([CH3:10])[CH3:9]. Procedure: 67 ml of a 1.5 M solution of a mixed magnesium chloride complex of α-bromopropionic acid in THF was slowly added to 67 ml of a 1.5 M solution cooled to 10° C. of p-isobutylphenyl magnesium bromide in THF at such a rate that the temperature of the mixture was maintained at not more than 55° C. The resulting slurry was stirred at 50° C. for 1 hour, and then heated under reflux to allow about 50% of THF to distill. The reaction mixture was cooled, and diethyl ether and dilute hydrochloric acid were... Reactants: [OH-].[Na+] (sodium hydroxide), C(C)#N (ACN), [Cl-].[Al+3].[Cl-].[Cl-] (aluminium(III) chloride), ClB(Cl)Cl (Trichloroborane), C(Cl)Cl (DCM), COC1=CC(=CC=C1)N (meta-anisidine). Run in O (water), CC(C)O (propan-2-ol), C1(=CC=CC=C1)C (toluene). Run at temperature 0 celsius, time 10 minute. Yields the product NC1=C(C=CC(=C1)OC)C(C)=O (1-(2-amino-4-methoxyphenyl)ethanone). The yield is 63.0%. RXN SMILES: ClB(Cl)Cl.C(Cl)Cl.[CH3:8][O:9][C:10]1[CH:15]=[CH:14][CH:13]=[C:12]([NH2:16])[CH:11]=1.[C:17](#N)[CH3:18].[Cl-].[Al+3].[Cl-].[Cl-].[OH-:24].[Na+]>C1(C)C=CC=CC=1.O.CC(O)C>[NH2:16][C:12]1[CH:11]=[C:10]([O:9][CH3:8])[CH:15]=[CH:14][C:13]=1[C:17](=[O:24])[CH3:18] |f:4.5.6.7,8.9|. Procedure details: Trichloroborane (IM) in DCM (82 mL, 1 eq.) was added dropwise to a solution of meta-anisidine 39a (10 g, 1 eq.) in toluene (56 mL) under nitrogen at 0-5° C. over 1 hr. After stirred for 10 min at 0° C., ACN (5.2 mL, 1.20 eq.) was added. After the reaction mixture was stirred for additional 1 hr at 0° C., aluminium(III) chloride (11.9 g, 1.1 eq.) was added at 0° C. The reaction mixture was stirred at 50° C. for 16 hrs. The reaction mixture was then cooled down to 0° C., and propan-2-ol (38 mL) wa... The reactants are ClCCl, CC(C)=O, CCOC(=O)CCCCl, [I-], [Na+]. Yields the product CCOC(=O)CCCI. Reaction SMILES: [CH2:16]([Cl:17])[Cl:18].[CH3:10][C:11](=[O:12])[CH3:13].[Cl:1][CH2:2][CH2:3][CH2:4][C:5](=[O:6])[O:7][CH2:8][CH3:9].[I-:15].[Na+:14]>>[CH2:2]([CH2:3][CH2:4][C:5](=[O:6])[O:7][CH2:8][CH3:9])[I:15].